This data is from the Open Reaction Database (ORD), a public repository of structured organic reaction records. The task is: describe an organic reaction: reactants, conditions, products, and yield Reactants: O=C=NCCc1ccccc1, C[Si](C)(C)CCOCn1ccc2nc(N)cnc21, ClCCl. Yields the product C[Si](C)(C)CCOCn1ccc2nc(NC(=O)NCCc3ccccc3)cnc21. RXN SMILES: [CH2:19]([CH2:20][c:21]1[cH:22][cH:23][cH:24][cH:25][cH:26]1)[N:27]=[C:28]=[O:29].[CH3:1][Si:2]([CH2:3][CH2:4][O:5][CH2:6][n:7]1[cH:8][cH:9][c:10]2[c:11]1[n:12][cH:13][c:14]([NH2:16])[n:15]2)([CH3:17])[CH3:18].[Cl:30][CH2:31][Cl:32]>>[CH3:1][Si:2]([CH2:3][CH2:4][O:5][CH2:6][n:7]1[cH:8][cH:9][c:10]2[c:11]1[n:12][cH:13][c:14]([NH:16][C:28]([NH:27][CH2:19][CH2:20][c:21]1[cH:22][cH:23][cH:24][cH:25][cH:26]1)=[O:29])[n:15]2)([CH3:17])[CH3:18]. Reactants: ClC1=CC=C(CC(C(=O)[O-])(CC(=O)NC(C)C)CC2(CCCC2)C(=O)N[C@@H]2C(N(C3=C(CC2)C=CC=C3)CC(=O)OC(C)(C)C)=O)C=C1 (4-chlorobenzyl-2-{[1-({[(3S)-1-(2-tert.butoxy-2-oxoethyl)-2-oxo-2,3,4,5-tetrahydro-1H-1-benzazepin-3-yl]amino}-carbonyl)cyclopentyl]methyl}-4-(isopropylamino)-4-oxobutyrate), C(=O)(C(F)(F)F)O (TFA), ClCCl (dichloromethane). Conditions: time 8 hour. The product is ClC1=CC=C(COC(=O)C(CC2(CCCC2)C(=O)N[C@@H]2C(N(C3=C(CC2)C=CC=C3)CC(=O)O)=O)CC(=O)NC(C)C)C=C1 ({(3S)-3-[({1-[2-{[(4-chlorobenzyl)oxy]carbonyl}-4-(isopropylamino)-4-oxobutyl]cyclopentyl}carbonyl)amino]-2-oxo-2,3,4,5-tetrahydro-1H-1-benzazepin-1-yl} acetic acid). RXN SMILES: ClC1C=CC(C[C:7]([CH2:18][C:19]2([C:24]([NH:26][C@H:27]3[CH2:33][CH2:32][C:31]4[CH:34]=[CH:35][CH:36]=[CH:37][C:30]=4[N:29]([CH2:38][C:39]([O:41]C(C)(C)C)=[O:40])[C:28]3=[O:46])=[O:25])[CH2:23][CH2:22][CH2:21][CH2:20]2)([CH2:11][C:12]([NH:14][CH:15]([CH3:17])[CH3:16])=[O:13])[C:8]([O-:10])=[O:9])=CC=1.[C:49](O)([C:51](F)(F)F)=O.Cl[CH2:57][Cl:58]>>[Cl:58][C:57]1[CH:51]=[CH:49][C:11]([CH2:12][O:10][C:8]([CH:7]([CH2:11][C:12]([NH:14][CH:15]([CH3:16])[CH3:17])=[O:13])[CH2:18][C:19]2([C:24]([NH:26][C@H:27]3[CH2:33][CH2:32][C:31]4[CH:34]=[CH:35][CH:36]=[CH:37][C:30]=4[N:29]([CH2:38][C:39]([OH:41])=[O:40])[C:28]3=[O:46])=[O:25])[CH2:20][CH2:21][CH2:22][CH2:23]2)=[O:9])=[CH:7][CH:8]=1. Reported procedure: 318 g of the 4-chlorobenzyl-2-{[1-({[(3S)-1-(2-tert.butoxy-2-oxoethyl)-2-oxo-2,3,4,5-tetrahydro-1H-1-benzazepin-3-yl]amino}-carbonyl)cyclopentyl]methyl}-4-(isopropylamino)-4-oxobutyrate obtained above was dissolved in 11 ml dichloromethane, 1.08 ml TFA was added thereto and the mixture was stirred overnight. Then the solvent was largely evaporated at reduced pressure, the remaining residue was taken up in 10 ml EA and the organic phase was washed with water until it became pH-neutral. Then the s... Starting materials: BrCCCC(C#N)(C(C)C)C1=CC(=C(C=C1)OC)OC (5-Bromo-2-(3,4-dimethoxyphenyl)-2-isopropylpentanenitrile), CNCCC1=CC=C(OCC(=O)OCC)C=C1 (Ethyl 2-(4-(2-(methylamino)ethyl)phenoxy)acetate). Yields the product C(#N)C(CCCN(CCC1=CC=C(OCC(=O)OCC)C=C1)C)(C(C)C)C1=CC(=C(C=C1)OC)OC (Ethyl 2-(4-(2-((4-cyano-4-(3,4-dimethoxyphenyl)-5-methylhexyl)(methyl)amino)ethyl)phenoxy)acetate). As a reaction SMILES: Br[CH2:2][CH2:3][CH2:4][C:5]([C:11]1[CH:16]=[CH:15][C:14]([O:17][CH3:18])=[C:13]([O:19][CH3:20])[CH:12]=1)([CH:8]([CH3:10])[CH3:9])[C:6]#[N:7].[CH3:21][NH:22][CH2:23][CH2:24][C:25]1[CH:37]=[CH:36][C:28]([O:29][CH2:30][C:31]([O:33][CH2:34][CH3:35])=[O:32])=[CH:27][CH:26]=1>>[C:6]([C:5]([C:11]1[CH:16]=[CH:15][C:14]([O:17][CH3:18])=[C:13]([O:19][CH3:20])[CH:12]=1)([CH:8]([CH3:10])[CH3:9])[CH2:4][CH2:3][CH2:2][N:22]([CH3:21])[CH2:23][CH2:24][C:25]1[CH:26]=[CH:27][C:28]([O:29][CH2:30][C:31]([O:33][CH2:34][CH3:35])=[O:32])=[CH:36][CH:37]=1)#[N:7]. Procedure details: Reaction of 1f with 2k produced 3al. MS found M+H=497. The oxalate salt of 3al was recrystallized from ethyl acetate. Reactants: CC(C)S(=O)(=O)NC1Cc2ccc(Br)cc2C1, O=C([O-])[O-], Cc1ccc(O)cn1, CN(C)CC(=O)O, CS(C)=O, [Cs+], [Cs+], [Cu]I. Yields the product Cc1ccc(Oc2ccc3c(c2)CC(NS(=O)(=O)C(C)C)C3)cn1. As a reaction SMILES: [Br:1][c:2]1[cH:3][c:4]2[c:8]([cH:9][cH:10]1)[CH2:7][CH:6]([NH:11][S:12](=[O:13])(=[O:14])[CH:15]([CH3:16])[CH3:17])[CH2:5]2.[C:26](=[O:27])([O-:28])[O-:29].[CH3:18][c:19]1[cH:20][cH:21][c:22]([OH:25])[cH:23][n:24]1.[CH3:32][N:33]([CH2:34][C:35](=[O:36])[OH:37])[CH3:38].[CH3:39][S:40]([CH3:41])=[O:42].[Cs+:30].[Cs+:31].[Cu:43][I:44]>>[c:2]1([O:25][c:22]2[cH:21][cH:20][c:19]([CH3:18])[n:24][cH:23]2)[cH:3][c:4]2[c:8]([cH:9][cH:10]1)[CH2:7][CH:6]([NH:11][S:12](=[O:13])(=[O:14])[CH:15]([CH3:16])[CH3:17])[CH2:5]2. Starting materials: C(C(C)C)(=O)C1=C(NC2=CC(=CC=C12)C(=O)OC)CCC (methyl 3-isobutyryl-2-propylindole-6-carboxylate), BrN1C(CCC1=O)=O (N-bromosuccinimide), COC(CC(C#N)C)(C)C (4-methoxy-2,4-dimethylvaleronitrile). Solvent: C(Cl)(Cl)(Cl)Cl (carbon tetrachloride). Yields the product BrC(CC)C=1NC2=CC(=CC=C2C1C(C(C)C)=O)C(=O)OC (methyl 2-(1-bromopropyl)-3-isobutyrylindole-6-carboxylate). The yield is 69.9%. As a reaction SMILES: [C:1]([C:6]1[C:14]2[C:9](=[CH:10][C:11]([C:15]([O:17][CH3:18])=[O:16])=[CH:12][CH:13]=2)[NH:8][C:7]=1[CH2:19][CH2:20][CH3:21])(=[O:5])[CH:2]([CH3:4])[CH3:3].[Br:22]N1C(=O)CCC1=O.COC(C)(C)CC(C)C#N>C(Cl)(Cl)(Cl)Cl>[Br:22][CH:19]([C:7]1[NH:8][C:9]2[C:14]([C:6]=1[C:1](=[O:5])[CH:2]([CH3:4])[CH3:3])=[CH:13][CH:12]=[C:11]([C:15]([O:17][CH3:18])=[O:16])[CH:10]=2)[CH2:20][CH3:21]. Procedure details: To a solution of methyl 3-isobutyryl-2-propylindole-6-carboxylate (201 mg) in carbon tetrachloride (7 ml) was added N-bromosuccinimide (187 mg) and 2,2′-azobis (4-methoxy-2,4-dimethylvaleronitrile; (20 mg) and refluxed for 30 minutes. The resulting mixture was filtered and the filtrate was evaporated in vacuo. The residue was purified by preparative thin layer chromatography on silica gel eluting with a mixture of hexane and ethyl acetate (2:1) to give methyl 2-(1-bromopropyl)-3-isobutyrylindole... Starting materials: CC1(C)C=C(C(C(=O)O)S(=O)(=O)c2ccccc2)C(C)(C)CC1, CCO, [Na]. The product is CC1(C)C=C(CC(=O)O)C(C)(C)CC1. Reaction SMILES: [CH3:1][C:2]1([CH3:23])[CH:3]=[C:4]([CH:10]([C:11](=[O:12])[OH:13])[S:14]([c:15]2[cH:16][cH:17][cH:18][cH:19][cH:20]2)(=[O:21])=[O:22])[C:5]([CH3:8])([CH3:9])[CH2:6][CH2:7]1.[CH3:25][CH2:26][OH:27].[Na:24]>>[CH3:1][C:2]1([CH3:23])[CH:3]=[C:4]([CH2:10][C:11](=[O:12])[OH:13])[C:5]([CH3:8])([CH3:9])[CH2:6][CH2:7]1. The reactants are CSc1ccccc1-c1cc(C=O)c[nH]1, CCOC(C)=O, [Na+], [Na+], O=C(OO)c1cccc(Cl)c1, O=S([O-])([O-])=S. Product: CS(=O)c1ccccc1-c1cc(C=O)c[nH]1. As a reaction SMILES: [CH3:1][S:2][c:3]1[c:4](-[c:9]2[cH:10][c:11]([CH:14]=[O:15])[cH:12][nH:13]2)[cH:5][cH:6][cH:7][cH:8]1.[CH3:34][CH2:35][O:36][C:37](=[O:38])[CH3:39].[Na+:32].[Na+:33].[OH:16][O:17][C:18]([c:19]1[cH:20][c:21]([Cl:22])[cH:23][cH:24][cH:25]1)=[O:26].[S:27]([O-:28])([O-:29])(=[O:30])=[S:31]>>[CH3:1][S:2]([c:3]1[c:4](-[c:9]2[cH:10][c:11]([CH:14]=[O:15])[cH:12][nH:13]2)[cH:5][cH:6][cH:7][cH:8]1)=[O:16]. The reactants are O (H2O), C(C)N(C(C)C)C(C)C (Ethyl diisopropyl amine), O1COC2=C1C=CC(=C2)C(CS[C@@H]2[C@H](N(C2=O)C2=CC=C(C=C2)F)C2=CC=C(OCC(=O)NCC(=O)N[C@H](C(C)(C)C)C(=O)O)C=C2)O (N-({4-[(2R,3R)-3-{[2-(1,3-Benzodioxol-5-yl)-2-hydroxyethyl]thio}-1-(4-fluorophenyl)-4-oxoazetidin-2-yl]phenoxy}acetyl)glycyl-3-methyl-D-valine), C(C)(C)O (isopropanol), FC1=CC=C(C=C1)\N=C\C1=CC=C(OCC(=O)OC(C)(C)C)C=C1 (tert-butyl (4-{(E)-[(4-fluorophenyl)imino]methyl}phenoxy)acetate). Reagents/catalysts: Cl[Ti](Cl)(Cl)Cl (TiCl4), CC(C)[O-].CC(C)[O-].CC(C)[O-].CC(C)[O-].[Ti+4] (tetraisopropyl orthotitanate). Solvent: C(Cl)Cl (CH2Cl2), C(Cl)Cl (CH2Cl2), C(Cl)Cl (CH2Cl2), C(Cl)Cl (CH2Cl2). Reaction conditions: time 15 minute. The product is C(C)(C)(C)OC(COC1=CC=C(C=C1)[C@H](C(C(N1C(OC[C@@H]1C1=CC=CC=C1)=O)=O)SCC1=CC=C(C=C1)OC)NC1=CC=C(C=C1)F)=O (tert-Butyl(4-{(1R)-1-[(4-fluorophenyl)amino]-2-[(4-methoxybenzyl)thio]-3-oxo-3-[(4S)-2-oxo-4-phenyl-1,3-oxazolidin-3-yl]propyl}phenoxy)acetate). As a reaction SMILES: O1[C:5]2[CH:6]=C[C:8]([CH:10](O)[CH2:11][S:12][C@H:13]3[C:16](=[O:17])[N:15]([C:18]4C=CC(F)=CC=4)[C@@H:14]3[C:25]3[CH:47]=[CH:46][C:28](OCC(NCC(N[C@@H](C(O)=O)C(C)(C)C)=O)=O)=[CH:27][CH:26]=3)=[CH:9][C:4]=2[O:3][CH2:2]1.[F:49][C:50]1[CH:55]=[CH:54][C:53](/[N:56]=[CH:57]/[C:58]2[CH:72]=[CH:71][C:61]([O:62][CH2:63][C:64]([O:66][C:67]([CH3:70])([CH3:69])[CH3:68])=[O:65])=[CH:60][CH:59]=2)=[CH:52][CH:51]=1.C(N(C(C)C)C(C)C)C.[CH:82]([OH:85])(C)C.[OH2:86]>C(Cl)Cl.Cl[Ti](Cl)(Cl)Cl.CC([O-])C.CC([O-])C.CC([O-])C.CC([O-])C.[Ti+4]>[C:67]([O:66][C:64](=[O:65])[CH2:63][O:62][C:61]1[CH:60]=[CH:59][C:58]([C@@H:57]([NH:56][C:53]2[CH:52]=[CH:51][C:50]([F:49])=[CH:55][CH:54]=2)[CH:13]([S:12][CH2:11][C:10]2[CH:6]=[CH:5][C:4]([O:3][CH3:2])=[CH:9][CH:8]=2)[C:16](=[O:17])[N:15]2[C@@H:14]([C:25]3[CH:26]=[CH:27][CH:28]=[CH:46][CH:47]=3)[CH2:82][O:85][C:18]2=[O:86])=[CH:72][CH:71]=1)([CH3:68])([CH3:69])[CH3:70] |f:7.8.9.10.11|. Reported procedure: TiCl4 (1M in CH2Cl2, 12.6 mL, 12.6 mmol) was added to a solution of tetraisopropyl orthotitanate (1.24 mL, 4.2 mmol) in CH2Cl2 (80 mL) held at 0° C. under inert atmosphere. The mixture was stirred for 15 minutes, then (4S)-3-{[(4-methoxybenzyl)thio]acetyl}-4-phenyl-1,3-oxazolidin-2-one (Method 3) (6.0 g, 16.8 mmol) in dry CH2Cl2 (60 mL) was added dropwise over 30 minutes and the mixture was stirred for ten minutes. Then tert-butyl (4-{(E)-[(4-fluorophenyl)imino]methyl}phenoxy)acetate (Method 18)...